This data is from the Open Reaction Database (ORD), a public repository of structured organic reaction records. The task is: describe an organic reaction: reactants, conditions, products, and yield The product is C(C)(=O)OC1C2C3C4C=CC(C3C(C1)C2)C4 (8-acetoxytetracyclo[4.4.0.12,5.17,10]dodec-3-ene), ( 13 ). The yield is 36.0%. Reported procedure: The reaction was carried out in the same manner as in the Synthesis Example 1(1), except for using vinyl acetate, dicyclopentadiene, and 5-acetoxycarbonylbicyclo[2.2.1]hept-2-ene at a molar ratio of 3:1(as cyclopentadiene):1 as reaction raw materials, to obtain 8-acetoxytetracyclo[4.4.0.12,5.17,10]dodec-3-ene of the following formula (13) at an yield of 36%. Reactants: C(C)(=O)OC(=O)C1C2C=CC(C1)C2 (5-acetoxycarbonylbicyclo[2.2.1]hept-2-ene), C1=CC=CC1 (cyclopentadiene), C(C)(=O)OC=C (vinyl acetate), C1C=CC2C1C3CC2C=C3 (dicyclopentadiene). As a reaction SMILES: [C:1]([O:4][CH:5]=[CH2:6])(=[O:3])[CH3:2].[CH2:7]1[CH:11]2[CH:12]3[CH:16]=[CH:15][CH:14]([CH:10]2[CH:9]=[CH:8]1)[CH2:13]3.C(OC(C1CC2CC1C=C2)=O)(=O)C.C1CC=CC=1>>[C:1]([O:4][CH:5]1[CH2:6][CH:7]2[CH2:8][CH:9]1[CH:10]1[CH:11]2[CH:12]2[CH2:13][CH:14]1[CH:15]=[CH:16]2)(=[O:3])[CH3:2]. Starting materials: N1(CCCC2=CC=CC=C12)S(=O)(=O)C1=CC=C(C(=O)O)C=C1 (4-(3,4-dihydroquinolin-1(2H)-ylsulfonyl)benzoic acid), FC1=CC=C(C=C1)C1=NNC(=C1)N (3-(4-fluorophenyl)-1H-pyrazol-5-amine). Yields the product N1(CCCC2=CC=CC=C12)S(=O)(=O)C1=CC=C(C(=O)NC2=CC(=NN2)C2=CC=C(C=C2)F)C=C1 (4-(3,4-dihydroquinolin-1(2H)-ylsulfonyl)-N-(3-(4-fluorophenyl)-1H-pyrazol-5-yl)benzamide). RXN SMILES: [N:1]1([S:11]([C:14]2[CH:22]=[CH:21][C:17]([C:18]([OH:20])=O)=[CH:16][CH:15]=2)(=[O:13])=[O:12])[C:10]2[C:5](=[CH:6][CH:7]=[CH:8][CH:9]=2)[CH2:4][CH2:3][CH2:2]1.[F:23][C:24]1[CH:29]=[CH:28][C:27]([C:30]2[CH:34]=[C:33]([NH2:35])[NH:32][N:31]=2)=[CH:26][CH:25]=1>>[N:1]1([S:11]([C:14]2[CH:22]=[CH:21][C:17]([C:18]([NH:35][C:33]3[NH:32][N:31]=[C:30]([C:27]4[CH:28]=[CH:29][C:24]([F:23])=[CH:25][CH:26]=4)[CH:34]=3)=[O:20])=[CH:16][CH:15]=2)(=[O:13])=[O:12])[C:10]2[C:5](=[CH:6][CH:7]=[CH:8][CH:9]=2)[CH2:4][CH2:3][CH2:2]1. Procedure details: 4-(3,4-dihydroquinolin-1(2H)-ylsulfonyl)benzoic acid (1) (100 mg, 0.32 mmol) was treated with 3-(4-fluorophenyl)-1H-pyrazol-5-amine (43 mg, 0.24 mmol) using method B. The residue was purified using flash chromatography eluting with 0-8% MeOH in EtOAc. The resulting solid was triturated with dichloromethane/hexanes to give 4-(3,4-dihydroquinolin-1(2H)-ylsulfonyl)-N-(3-(4-fluorophenyl)-1H-pyrazol-5-yl)benzamide as an off white solid. Yield: 36 mg (31%). 1H-NMR: 11.11 (s, 1H), 8.10 (d, J=8.5 Hz, 2H... Reactants: O=C(Cl)c1cccnc1, Cl, CC(Nc1cncc(-n2cnc3cc(N)ccc32)n1)c1ccccc1. The product is CC(Nc1cncc(-n2cnc3cc(NC(=O)c4cccnc4)ccc32)n1)c1ccccc1. RXN SMILES: [C:27]([c:28]1[cH:29][n:30][cH:31][cH:32][cH:33]1)(=[O:34])[Cl:35].[ClH:26].[c:1]1([CH:7]([CH3:8])[NH:9][c:10]2[cH:11][n:12][cH:13][c:14](-[n:16]3[cH:17][n:18][c:19]4[c:20]3[cH:21][cH:22][c:23]([NH2:25])[cH:24]4)[n:15]2)[cH:2][cH:3][cH:4][cH:5][cH:6]1>>[c:1]1([CH:7]([CH3:8])[NH:9][c:10]2[cH:11][n:12][cH:13][c:14](-[n:16]3[cH:17][n:18][c:19]4[c:20]3[cH:21][cH:22][c:23]([NH:25][C:27]([c:28]3[cH:29][n:30][cH:31][cH:32][cH:33]3)=[O:34])[cH:24]4)[n:15]2)[cH:2][cH:3][cH:4][cH:5][cH:6]1. Starting materials: N(CCO)CCO (diethanolamine), B([C@@H]1C[C@@H]2C[C@H]([C@H]1C)C2(C)C)([C@@H]3C[C@@H]4C[C@H]([C@H]3C)C4(C)C)Cl ((-)-B-chlorodiisopinocampheylborane), ClC1=C(C=CC=C1)CCC(=O)C1=CC(=CC=C1)C=CC1=NC2=CC(=C(C=C2C=C1)F)F (3-(2-Chlorophenyl)-1-(3-(2-(6,7-difluoro-2-quinolinyl)ethenyl)phenyl)-1-propanone). The solvent is C(Cl)Cl (CH2Cl2), C(Cl)Cl (CH2Cl2). Conditions: temperature 0 celsius, time 2 hour. The product is ClC1=C(C=CC=C1)CC[C@H](O)C1=CC(=CC=C1)C=CC1=NC2=CC(=C(C=C2C=C1)F)F ((S)-3-(2-Chlorophenyl)-1-(3-(2-(6,7-difluoro-2-quinolinyl)ethenyl)phenyl) propanol). RXN SMILES: B(Cl)([C@H]1[C@H](C)[C@@H]2C(C)(C)[C@@H](C2)C1)[C@H]1[C@H](C)[C@@H]2C(C)(C)[C@@H](C2)C1.[Cl:23][C:24]1[CH:29]=[CH:28][CH:27]=[CH:26][C:25]=1[CH2:30][CH2:31][C:32]([C:34]1[CH:39]=[CH:38][CH:37]=[C:36]([CH:40]=[CH:41][C:42]2[CH:51]=[CH:50][C:49]3[C:44](=[CH:45][C:46]([F:53])=[C:47]([F:52])[CH:48]=3)[N:43]=2)[CH:35]=1)=[O:33].N(CCO)CCO>C(Cl)Cl>[Cl:23][C:24]1[CH:29]=[CH:28][CH:27]=[CH:26][C:25]=1[CH2:30][CH2:31][C@@H:32]([C:34]1[CH:39]=[CH:38][CH:37]=[C:36]([CH:40]=[CH:41][C:42]2[CH:51]=[CH:50][C:49]3[C:44](=[CH:45][C:46]([F:53])=[C:47]([F:52])[CH:48]=3)[N:43]=2)[CH:35]=1)[OH:33]. Procedure details: At -20° C., a solution of (-)-B-chlorodiisopinocampheylborane (1.74 g, 1.5 equiv.) in 9 mL of CH2Cl2 was added dropwise to a suspension of the ketone of Step 4 (1.52 g, 3.5 mmol) in 18 mL of CH2Cl2 and the mixture was stirred at 0° C. for an hour and at room temperature for 2 hours. At 0° C., 10% aq. diethanolamine was added and the mixture was stirred at r.t. for 30 min. The product was extracted in EtOAc:THF 1:1, washed with brine, dried over Na2SO4, and concentrated. The oil was dissolved in ... Procedure details: A solution of 2(S)-(N-t-butoxycarbonyl-L-histidyl)amino-1-cyclohexyl-3(S)-hydroxy-6-methylheptane (383 mg) in trifluoroacetic acid (10 ml) was stirred at 0° C. for 30 minutes. After concentration of the mixture in vacuo, the residue was dissolved in ethyl acetate (20 ml). The solution was washed with saturated sodium bicarbonate solution, dried over magnesium sulfate, and concentrated in vacuo to give 2(S)-(L-histidyl)amino-1-cyclohexyl-(S)-hydroxy-6-methylheptane (275 mg) as an amorphous powder... RXN SMILES: C(OC([NH:8][C@H:9]([C:16]([NH:18][C@H:19]([C@@H:27](O)[CH2:28][CH2:29][CH:30]([CH3:32])[CH3:31])[CH2:20][CH:21]1[CH2:26][CH2:25][CH2:24][CH2:23][CH2:22]1)=[O:17])[CH2:10][C:11]1[N:15]=[CH:14][NH:13][CH:12]=1)=O)(C)(C)C.FC(F)(F)C(O)=[O:37]>C(OCC)(=O)C>[NH2:8][C@H:9]([C:16]([NH:18][C@@H:19]([CH2:27][CH2:28][CH2:29][CH:30]([CH3:32])[CH3:31])[C@@H:20]([OH:37])[CH:21]1[CH2:26][CH2:25][CH2:24][CH2:23][CH2:22]1)=[O:17])[CH2:10][C:11]1[N:15]=[CH:14][NH:13][CH:12]=1. Yields the product N[C@@H](CC1=CNC=N1)C(=O)N[C@H]([C@H](C1CCCCC1)O)CCCC(C)C (2(S)-(L-histidyl)amino-1-cyclohexyl-(S)-hydroxy-6-methylheptane). The solvent is C(C)(=O)OCC (ethyl acetate). Reactants: C(C)(C)(C)OC(=O)N[C@@H](CC1=CNC=N1)C(=O)N[C@@H](CC1CCCCC1)[C@H](CCC(C)C)O (2(S)-(N-t-butoxycarbonyl-L-histidyl)amino-1-cyclohexyl-3(S)-hydroxy-6-methylheptane), FC(C(=O)O)(F)F (trifluoroacetic acid). Reactants: CCNC(=O)NOCC(=O)O, CCOC(OCC)C(C)N(Cc1cccc2cccnc12)C(=O)C(N)CC(=O)NC(c1ccccc1)(c1ccccc1)c1ccccc1. Product: CCNC(=O)NOCC(=O)NC(CC(=O)NC(c1ccccc1)(c1ccccc1)c1ccccc1)C(=O)N(Cc1cccc2cccnc12)C(C)C(OCC)OCC. As a reaction SMILES: [CH2:1]([CH3:2])[NH:3][C:4]([NH:5][O:6][CH2:7][C:8](=[O:9])[OH:10])=[O:11].[NH2:12][CH:13]([C:14](=[O:15])[N:16]([CH2:17][c:18]1[cH:19][cH:20][cH:21][c:22]2[cH:23][cH:24][cH:25][n:26][c:27]12)[CH:28]([CH:29]([O:30][CH2:31][CH3:32])[O:33][CH2:34][CH3:35])[CH3:36])[CH2:37][C:38](=[O:39])[NH:40][C:41]([c:42]1[cH:43][cH:44][cH:45][cH:46][cH:47]1)([c:48]1[cH:49][cH:50][cH:51][cH:52][cH:53]1)[c:54]1[cH:55][cH:56][cH:57][cH:58][cH:59]1>>[CH2:1]([CH3:2])[NH:3][C:4]([NH:5][O:6][CH2:7][C:8](=[O:10])[NH:12][CH:13]([C:14](=[O:15])[N:16]([CH2:17][c:18]1[cH:19][cH:20][cH:21][c:22]2[cH:23][cH:24][cH:25][n:26][c:27]12)[CH:28]([CH:29]([O:30][CH2:31][CH3:32])[O:33][CH2:34][CH3:35])[CH3:36])[CH2:37][C:38](=[O:39])[NH:40][C:41]([c:42]1[cH:43][cH:44][cH:45][cH:46][cH:47]1)([c:48]1[cH:49][cH:50][cH:51][cH:52][cH:53]1)[c:54]1[cH:55][cH:56][cH:57][cH:58][cH:59]1)=[O:11]. Reactants: FC1=C2C(=C(C(=NC2=CC(=C1)F)N1CCNCC1)C)NC=1C=NC=C(C1)N1CCOCC1 (5,7-difluoro-3-methyl-N-(5-morpholinopyridin-3-yl)-2-(piperazin-1-yl)quinolin-4-amine), FC=1C=C(C=CC1)S(=O)(=O)Cl (3-fluorobenzene-1-sulfonyl chloride). Product: FC1=C2C(=C(C(=NC2=CC(=C1)F)N1CCN(CC1)S(=O)(=O)C1=CC(=CC=C1)F)C)NC=1C=NC=C(C1)N1CCOCC1 (5,7-difluoro-2-(4-(3-fluorophenylsulfonyl)-piperazin-1-yl)-3-methyl-N-(5-morpholinopyridin-3-yl)quinolin-4-amine). As a reaction SMILES: [F:1][C:2]1[CH:11]=[C:10]([F:12])[CH:9]=[C:8]2[C:3]=1[C:4]([NH:20][C:21]1[CH:22]=[N:23][CH:24]=[C:25]([N:27]3[CH2:32][CH2:31][O:30][CH2:29][CH2:28]3)[CH:26]=1)=[C:5]([CH3:19])[C:6]([N:13]1[CH2:18][CH2:17][NH:16][CH2:15][CH2:14]1)=[N:7]2.[F:33][C:34]1[CH:35]=[C:36]([S:40](Cl)(=[O:42])=[O:41])[CH:37]=[CH:38][CH:39]=1>>[F:1][C:2]1[CH:11]=[C:10]([F:12])[CH:9]=[C:8]2[C:3]=1[C:4]([NH:20][C:21]1[CH:22]=[N:23][CH:24]=[C:25]([N:27]3[CH2:32][CH2:31][O:30][CH2:29][CH2:28]3)[CH:26]=1)=[C:5]([CH3:19])[C:6]([N:13]1[CH2:14][CH2:15][N:16]([S:40]([C:36]3[CH:37]=[CH:38][CH:39]=[C:34]([F:33])[CH:35]=3)(=[O:42])=[O:41])[CH2:17][CH2:18]1)=[N:7]2. Procedure details: Prepared according to Procedure M using 5,7-difluoro-3-methyl-N-(5-morpholinopyridin-3-yl)-2-(piperazin-1-yl)quinolin-4-amine (50 mg, 0.11 mmol) and 3-fluorobenzene-1-sulfonyl chloride to give 5,7-difluoro-2-(4-(3-fluorophenylsulfonyl)-piperazin-1-yl)-3-methyl-N-(5-morpholinopyridin-3-yl)quinolin-4-amine. 1H NMR (DMSO-d6) δ ppm 1.96 (br s, 3H), 3.03 (t, J=4.4 Hz, 4H), 3.14 (br s, 4H), 3.34-3.36 (m, 4H), 3.68 (t, J=4.4 Hz, 4H), 6.47 (s, 1H), 7.13-7.19 (m, 1H), 7.25-7.28 (m, 1H), 7.49 (d, J=2.0 Hz... Reactants: FC1=CC=C(CC2=CC(=NN2CC(=O)O)C2=CC=NC=C2)C=C1 ([5-(4-fluorobenzyl)-3-pyridin-4-yl-1H-pyrazol-1-yl]acetic acid), C=1C=CC2=C(C1)N=NN2O (HOBt), CCN=C=NCCCN(C)C (EDCI), CN1CCOCC1 (NMM), Cl.N1CCC(CC1)N1C(CCC1)=O (1-piperidin-4-ylpyrrolidin-2-one hydrochloride). The solvent is CC(=O)N(C)C (DMA). Reaction conditions: time 64 hour. Yields the product FC1=CC=C(CC2=CC(=NN2CC(=O)N2CCC(CC2)N2C(CCC2)=O)C2=CC=NC=C2)C=C1 (1(1-{[5-(4-fluorobenzyl)-3-pyridin-4-yl-1H-pyrazol-1-yl]acetyl}piperidin-4-yl)pyrrolidin-2-one). Reaction SMILES: [F:1][C:2]1[CH:23]=[CH:22][C:5]([CH2:6][C:7]2[N:11]([CH2:12][C:13](O)=[O:14])[N:10]=[C:9]([C:16]3[CH:21]=[CH:20][N:19]=[CH:18][CH:17]=3)[CH:8]=2)=[CH:4][CH:3]=1.C1C=CC2N(O)N=NC=2C=1.CCN=C=NCCCN(C)C.CN1CCOCC1.Cl.[NH:53]1[CH2:58][CH2:57][CH:56]([N:59]2[CH2:63][CH2:62][CH2:61][C:60]2=[O:64])[CH2:55][CH2:54]1>CC(N(C)C)=O>[F:1][C:2]1[CH:23]=[CH:22][C:5]([CH2:6][C:7]2[N:11]([CH2:12][C:13]([N:53]3[CH2:54][CH2:55][CH:56]([N:59]4[CH2:63][CH2:62][CH2:61][C:60]4=[O:64])[CH2:57][CH2:58]3)=[O:14])[N:10]=[C:9]([C:16]3[CH:17]=[CH:18][N:19]=[CH:20][CH:21]=3)[CH:8]=2)=[CH:4][CH:3]=1 |f:4.5|. Procedure details: To a solution of [5-(4-fluorobenzyl)-3-pyridin-4-yl-1H-pyrazol-1-yl]acetic acid (164 mg, 0.53 mmol) in DMA (3 mL) at room temperature was added HOBt (78 mg, 0.58 mmol), EDCI (111 mg, 0.58 mmol), NMM (0.20 mL, 1.84 mmol) and 1-piperidin-4-ylpyrrolidin-2-one hydrochloride (150 mg, 0.73 mmol) and the mixture sonicated to a fine suspension and stirred for 64 hours at room temperature. The volatiles were removed under high vacuum and the residue partitioned between EtOAc (70 mL) and water (25 mL). Th... Reactants: C(C)OC(C(C(=O)OCC)C(C1=CC=CC=C1)C1=CNC2=NC=CC(=C21)OC)=O (2-[(4-methoxy-1H-pyrrolo[2,3-b]pyridin-3-yl)-phenyl-methyl]-malonic acid diethyl ester), O (H2O), [OH-].[K+] (KOH). The solvent is C1CCOC1.CCO (THF EtOH). Conditions: temperature 50 celsius, time 4 hour. Yields the product COC1=C2C(=NC=C1)NC=C2C(C(C(=O)O)C(=O)O)C2=CC=CC=C2 (2-[(4-Methoxy-1H-pyrrolo[2,3-b]pyridin-3-yl)-phenyl-methyl]-malonic acid). The yield is 94.3%. As a reaction SMILES: C([O:3][C:4](=[O:29])[CH:5]([CH:11]([C:18]1[C:26]2[C:21](=[N:22][CH:23]=[CH:24][C:25]=2[O:27][CH3:28])[NH:20][CH:19]=1)[C:12]1[CH:17]=[CH:16][CH:15]=[CH:14][CH:13]=1)[C:6]([O:8]CC)=[O:7])C.O.[OH-].[K+]>C1COCC1.CCO>[CH3:28][O:27][C:25]1[CH:24]=[CH:23][N:22]=[C:21]2[NH:20][CH:19]=[C:18]([CH:11]([C:12]3[CH:13]=[CH:14][CH:15]=[CH:16][CH:17]=3)[CH:5]([C:4]([OH:29])=[O:3])[C:6]([OH:8])=[O:7])[C:26]=12 |f:2.3,4.5|. Procedure details: To a suspension of 2-[(4-methoxy-1H-pyrrolo[2,3-b]pyridin-3-yl)-phenyl-methyl]-malonic acid diethyl ester (1.0 g, 2.52 mmol) in a mixture of THF/EtOH (1/1, 24 ml) was added H2O (2 ml) followed by KOH (1.41 g, 25.2 mmol). The reaction mixture was stirred at 50° C. for 4 h, and then cooled to RT and concentrated. The solid residue was dissolved in H2O. The resulting solution was cooled to 0° C. and acidified to pH 4-5 by addition of HCl (I M). The white solid precipitate was collected by filtratio... Reactants: 38.90, COC(CC1N(C(=NC2=C(C=CC=C12)F)C1=CC=C(C=C1)C1=CC=C(C=C1)F)C1=C(C=CC(=C1)C(F)(F)F)OC)=O (Methyl{2-[4-(4-fluorophenyl)phenyl]-8-fluoro-3-[2-methoxy-5-(trifluoromethyl)phenyl]-3,4-dihydro-4-quinazolinyl}acetate), [OH-].[Na+] (sodium hydroxide). Run in O1CCOCC1 (dioxane). The product is FC1=CC=C(C=C1)C1=CC=C(C=C1)C1=NC2=C(C=CC=C2C(N1C1=C(C=CC(=C1)C(F)(F)F)OC)CC(=O)O)F ({2-[4-(4-Fluorophenyl)phenyl]-8-fluoro-3-[2-methoxy-5-(trifluoromethyl)phenyl]-3,4-dihydro-4-quinazolinyl}acetic acid). Reaction SMILES: C[O:2][C:3](=[O:41])[CH2:4][CH:5]1[C:14]2[C:9](=[C:10]([F:15])[CH:11]=[CH:12][CH:13]=2)[N:8]=[C:7]([C:16]2[CH:21]=[CH:20][C:19]([C:22]3[CH:27]=[CH:26][C:25]([F:28])=[CH:24][CH:23]=3)=[CH:18][CH:17]=2)[N:6]1[C:29]1[CH:34]=[C:33]([C:35]([F:38])([F:37])[F:36])[CH:32]=[CH:31][C:30]=1[O:39][CH3:40].[OH-].[Na+]>O1CCOCC1>[F:28][C:25]1[CH:26]=[CH:27][C:22]([C:19]2[CH:18]=[CH:17][C:16]([C:7]3[N:6]([C:29]4[CH:34]=[C:33]([C:35]([F:37])([F:38])[F:36])[CH:32]=[CH:31][C:30]=4[O:39][CH3:40])[CH:5]([CH2:4][C:3]([OH:41])=[O:2])[C:14]4[C:9](=[C:10]([F:15])[CH:11]=[CH:12][CH:13]=4)[N:8]=3)=[CH:21][CH:20]=2)=[CH:23][CH:24]=1 |f:1.2|. Reported procedure: Starting from 38.90 (0.07 mmol) of the ester from Example 20A, reaction in analogy to general method [E] with 8.24 mg (0.21 mmol) of sodium hydroxide in 10 ml of dioxane results in 29 mg (76% of theory) of the target compound.